This data is from the Open Reaction Database (ORD), a public repository of structured organic reaction records. The task is: describe an organic reaction: reactants, conditions, products, and yield Starting materials: CN1CCN(CCCO)CC1, COc1cc2c(Cl)ncnc2cc1O. The product is COc1cc2c(Cl)ncnc2cc1OCCCN1CCN(C)CC1. Reaction SMILES: [CH3:15][N:16]1[CH2:17][CH2:18][N:19]([CH2:22][CH2:23][CH2:24][OH:25])[CH2:20][CH2:21]1.[Cl:1][c:2]1[n:3][cH:4][n:5][c:6]2[cH:7][c:8]([OH:14])[c:9]([O:12][CH3:13])[cH:10][c:11]12>>[Cl:1][c:2]1[n:3][cH:4][n:5][c:6]2[cH:7][c:8]([O:14][CH2:24][CH2:23][CH2:22][N:19]3[CH2:18][CH2:17][N:16]([CH3:15])[CH2:21][CH2:20]3)[c:9]([O:12][CH3:13])[cH:10][c:11]12. The reactants are FC1=CC=C(C=C1)C=1N=C(N=NC1)SC (5-(p-fluorophenyl)-3-(methylthio)-1,2,4-triazine), NN (hydrazine). The solvent is CO.O1CCCC1 (methanol tetrahydrofuran). The product is FC1=CC=C(C=C1)C=1N=C(N=NC1)NN (5-(p-fluorophenyl)-3-hydrazino-1,2,4-triazine). As a reaction SMILES: [F:1][C:2]1[CH:7]=[CH:6][C:5]([C:8]2[N:9]=[C:10](SC)[N:11]=[N:12][CH:13]=2)=[CH:4][CH:3]=1.[NH2:16][NH2:17]>CO.O1CCCC1>[F:1][C:2]1[CH:7]=[CH:6][C:5]([C:8]2[N:9]=[C:10]([NH:16][NH2:17])[N:11]=[N:12][CH:13]=2)=[CH:4][CH:3]=1 |f:2.3|. Reported procedure: To a solution of 11.9 g. of 5-(p-fluorophenyl)-3-(methylthio)-1,2,4-triazine in 50 ml. of 1:1 methanol-tetrahydrofuran is added 2.1 ml. of 95% hydrazine. The mixture is refluxed for 12 hours and then cooled. The solid which forms is collected by filtration and washed with hexane, giving 5-(p-fluorophenyl)-3-hydrazino-1,2,4-triazine as a yellow solid. Conditions: temperature 100 celsius, time 8 hour. Reported procedure: To 4-{2-amino-6-[(2R)-2-ethyl-1-pyrrolidinyl]-4-pyrimidinyl}-2-fluorobenzonitrile (50 mg, 0.161 mmol) in ethanol (4 mL) was added hydrazine monohydrate (1 mL, 20.40 mmol), and the reaction mixture was stirred overnight at 100° C. into a sealed tube. The reaction was poured onto water and EtOAc, and the organic layer was separated, dried (MgSO4), filtered and concentrated. The resulting solid was dissolved in ethanol (˜2 mL), and treated with hexanes until the solution became cloudy. The mixture ... The solvent is C(C)O (ethanol). Reactants: NC1=NC(=CC(=N1)C1=CC(=C(C#N)C=C1)F)N1[C@@H](CCC1)CC (4-{2-amino-6-[(2R)-2-ethyl-1-pyrrolidinyl]-4-pyrimidinyl}-2-fluorobenzonitrile), O.NN (hydrazine monohydrate), CCOC(=O)C (EtOAc). As a reaction SMILES: [NH2:1][C:2]1[N:7]=[C:6]([C:8]2[CH:15]=[CH:14][C:11]([C:12]#[N:13])=[C:10](F)[CH:9]=2)[CH:5]=[C:4]([N:17]2[CH2:21][CH2:20][CH2:19][C@H:18]2[CH2:22][CH3:23])[N:3]=1.O.[NH2:25][NH2:26].CCOC(C)=O>C(O)C>[NH2:1][C:2]1[N:7]=[C:6]([C:8]2[CH:9]=[C:10]3[C:11]([C:12]([NH2:13])=[N:25][NH:26]3)=[CH:14][CH:15]=2)[CH:5]=[C:4]([N:17]2[CH2:21][CH2:20][CH2:19][C@H:18]2[CH2:22][CH3:23])[N:3]=1 |f:1.2|. Yields the product NC1=NC(=CC(=N1)C1=CC=C2C(=NNC2=C1)N)N1[C@@H](CCC1)CC (6-{2-Amino-6-[(2R)-2-ethyl-1-pyrrolidinyl]-4-pyrimidinyl}-1H-indazol-3-amine). The yield is 57.6%. The reactants are CC(=O)O[BH-](OC(C)=O)OC(C)=O, O=Cc1ccc(Cl)cc1Cl, Cl, CC(=O)Nc1ccc(-c2ccnc(Nc3ccc(N4CCNCC4)cc3)n2)cc1, [Na+], CN(C)C=O. Product: CC(=O)Nc1ccc(-c2ccnc(Nc3ccc(N4CCN(Cc5ccc(Cl)cc5Cl)CC4)cc3)n2)cc1. Reaction SMILES: [C:40]([O:41][BH-:42]([O:43][C:44](=[O:45])[CH3:46])[O:47][C:48](=[O:49])[CH3:50])(=[O:51])[CH3:52].[Cl:30][c:31]1[c:32]([CH:33]=[O:34])[cH:35][cH:36][c:37]([Cl:39])[cH:38]1.[ClH:54].[N:1]1([c:7]2[cH:8][cH:9][c:10]([NH:13][c:14]3[n:15][cH:16][cH:17][c:18](-[c:20]4[cH:21][cH:22][c:23]([NH:26][C:27]([CH3:28])=[O:29])[cH:24][cH:25]4)[n:19]3)[cH:11][cH:12]2)[CH2:2][CH2:3][NH:4][CH2:5][CH2:6]1.[Na+:53].[O:55]=[CH:56][N:57]([CH3:58])[CH3:59]>>[N:1]1([c:7]2[cH:8][cH:9][c:10]([NH:13][c:14]3[n:15][cH:16][cH:17][c:18](-[c:20]4[cH:21][cH:22][c:23]([NH:26][C:27]([CH3:28])=[O:29])[cH:24][cH:25]4)[n:19]3)[cH:11][cH:12]2)[CH2:2][CH2:3][N:4]([CH2:33][c:32]2[c:31]([Cl:30])[cH:38][c:37]([Cl:39])[cH:36][cH:35]2)[CH2:5][CH2:6]1. The reactants are [H][C@@]12CCCC[C@@]1([H])CNCC2 (effective_coupling_partner), CC(C)(C)C(=O)Oc1ccccc1 (substrate). The reagents and catalysts are IPr. Conditions: temperature 80 celsius, time 3 hour. Yields the product [H][C@@]13CCCC[C@@]1([H])CN(c2ccccc2)CC3. Starting materials: FC1=C(OC=2C=C(C(=O)Cl)C=CC2[N+](=O)[O-])C=CC(=C1)F (3-(2,4-difluorophenoxy)-4-nitrobenzoyl chloride), [S-]C#N.[K+] (potassium thiocyanate), C(C)S (Ethyl mercaptan). Run in C1(=CC=CC=C1)C (toluene). Reaction conditions: temperature 60 celsius, time 4 hour. The product is FC1=C(OC=2C=C(C(=O)NC(SCC)=S)C=CC2[N+](=O)[O-])C=CC(=C1)F (ethyl N-[3-(2,4-difluorophenoxy)-4-nitrobenzoyl]dithiocarbamate). Reaction SMILES: [F:1][C:2]1[CH:20]=[C:19]([F:21])[CH:18]=[CH:17][C:3]=1[O:4][C:5]1[CH:6]=[C:7]([CH:11]=[CH:12][C:13]=1[N+:14]([O-:16])=[O:15])[C:8](Cl)=[O:9].[S-:22][C:23]#[N:24].[K+].[CH2:26]([SH:28])[CH3:27]>C1(C)C=CC=CC=1>[F:1][C:2]1[CH:20]=[C:19]([F:21])[CH:18]=[CH:17][C:3]=1[O:4][C:5]1[CH:6]=[C:7]([CH:11]=[CH:12][C:13]=1[N+:14]([O-:16])=[O:15])[C:8]([NH:24][C:23](=[S:22])[S:28][CH2:26][CH3:27])=[O:9] |f:1.2|. Procedure: A mixture of 3-(2,4-difluorophenoxy)-4-nitrobenzoyl chloride (2.1 g) and potassium thiocyanate (2.8 g) in toluene (20 ml) was refluxed overnight. Ethyl mercaptan (2.6 ml) was added to the resulting mixture. The mixture was stirred for 4 hours at 60° C. and concentrated. The residue was dissolved in ethyl acetate and washed with water. The organic layer was dried over magnesium sulfate and concentrated to give crystals of ethyl N-[3-(2,4-difluorophenoxy)-4-nitrobenzoyl]dithiocarbamate (2.2 g).